This data is from the Open Reaction Database (ORD), a public repository of structured organic reaction records. The task is: describe an organic reaction: reactants, conditions, products, and yield Reactants: C1COCCN1, Clc1nc(Cl)c2[nH]cnc2n1, c1ncc2[nH]cnc2n1. The product is Clc1nc(N2CCOCC2)c2[nH]cnc2n1. As a reaction SMILES: [CH2:21]1[CH2:22][O:23][CH2:24][CH2:25][NH:26]1.[Cl:10][c:11]1[n:12][c:13]([Cl:20])[c:14]2[nH:15][cH:16][n:17][c:18]2[n:19]1.[n:1]1[cH:2][c:3]2[c:4]([n:5][cH:6][nH:7]2)[n:8][cH:9]1>>[Cl:10][c:11]1[n:12][c:13]([N:26]2[CH2:21][CH2:22][O:23][CH2:24][CH2:25]2)[c:14]2[nH:15][cH:16][n:17][c:18]2[n:19]1.